From a dataset of the Open Reaction Database (ORD), a public repository of structured organic reaction records. describe an organic reaction: reactants, conditions, products, and yield The product is C=CC(=O)OCCCCCCOc1ccc(-c2ccc(C3CCC(CCCOS(=O)(=O)C(F)(F)F)CC3)cc2)cc1. RXN SMILES: [C:16]([CH:17]=[CH2:18])(=[O:19])[O:20][CH2:21][CH2:22][CH2:23][CH2:24][CH2:25][CH2:26][O:27][c:28]1[cH:29][cH:30][c:31](-[c:34]2[cH:35][cH:36][c:37]([CH:40]3[CH2:41][CH2:42][CH:43]([CH2:46][CH2:47][CH2:48][OH:49])[CH2:44][CH2:45]3)[cH:38][cH:39]2)[cH:32][cH:33]1.[Cl:59][CH2:60][Cl:61].[F:1][C:2]([F:3])([F:4])[S:5](=[O:6])(=[O:7])[O:8][S:9]([C:10]([F:11])([F:12])[F:13])(=[O:14])=[O:15].[OH2:58].[n:50]1[c:51]([CH3:52])[cH:53][cH:54][cH:55][c:56]1[CH3:57]>>[F:1][C:2]([F:3])([F:4])[S:5](=[O:6])(=[O:7])[O:8][CH2:48][CH2:47][CH2:46][CH:43]1[CH2:42][CH2:41][CH:40]([c:37]2[cH:36][cH:35][c:34](-[c:31]3[cH:30][cH:29][c:28]([O:27][CH2:26][CH2:25][CH2:24][CH2:23][CH2:22][CH2:21][O:20][C:16]([CH:17]=[CH2:18])=[O:19])[cH:33][cH:32]3)[cH:39][cH:38]2)[CH2:45][CH2:44]1. Reactants: C=CC(=O)OCCCCCCOc1ccc(-c2ccc(C3CCC(CCCO)CC3)cc2)cc1, ClCCl, O=S(=O)(OS(=O)(=O)C(F)(F)F)C(F)(F)F, O, Cc1cccc(C)n1. The reactants are COc1cc(C(=O)O)c(NC(C)=O)cc1[N+](=O)[O-], Cl, O. Yields the product COc1cc(C(=O)O)c(N)cc1[N+](=O)[O-]. Reaction SMILES: [C:1](=[O:2])([CH3:3])[NH:4][c:5]1[c:6]([C:7](=[O:8])[OH:9])[cH:10][c:11]([O:17][CH3:18])[c:12]([N+:14](=[O:15])[O-:16])[cH:13]1.[ClH:20].[OH2:19]>>[NH2:4][c:5]1[c:6]([C:7](=[O:8])[OH:9])[cH:10][c:11]([O:17][CH3:18])[c:12]([N+:14](=[O:15])[O-:16])[cH:13]1. Starting materials: CC(=O)N(CC(=O)O)CC(=O)O, C=O, CC(N)=O, Cl, OP(O)O. Yields the product O=C(O)CN(CC(=O)O)CP(=O)(O)O. RXN SMILES: [C:1](=[O:2])([CH3:3])[N:4]([CH2:5][C:6](=[O:7])[OH:8])[CH2:9][C:10](=[O:11])[OH:12].[CH2:21]=[O:22].[CH3:13][C:14](=[O:15])[NH2:16].[ClH:23].[P:17]([OH:18])([OH:19])[OH:20]>>[CH2:1]([N:4]([CH2:5][C:6](=[O:7])[OH:8])[CH2:9][C:10](=[O:11])[OH:12])[P:17](=[O:18])([OH:19])[OH:20]. Starting materials: FC1=C(C=CC(=C1)B1OC(C(O1)(C)C)(C)C)C=1N=CC(=NC1)N (5-(2-fluoro-4-(4,4,5,5-tetramethyl-1,3,2-dioxaborolan-2-yl)phenyl)-pyrazin-2-amine), BrC1=C(C=CC=C1)S(=O)(=O)N1CC(CCC1)NC(OC(C)(C)C)=O (racemic tert-butyl (1-((2-bromophenyl)sulfonyl)piperidin-3-yl)carbamate). The product is NC=1N=CC(=NC1)C1=C(C=C(C=C1)C1=C(C=CC=C1)S(=O)(=O)N1CC(CCC1)NC(OC(C)(C)C)=O)F (racemic tert-Butyl (1-{[4′-(5-aminopyrazin-2-yl)-3′-fluorobiphenyl-2-yl]sulfonyl}piperidin-3-yl)carbamate). RXN SMILES: [F:1][C:2]1[CH:7]=[C:6](B2OC(C)(C)C(C)(C)O2)[CH:5]=[CH:4][C:3]=1[C:17]1[N:18]=[CH:19][C:20]([NH2:23])=[N:21][CH:22]=1.Br[C:25]1[CH:30]=[CH:29][CH:28]=[CH:27][C:26]=1[S:31]([N:34]1[CH2:39][CH2:38][CH2:37][CH:36]([NH:40][C:41](=[O:47])[O:42][C:43]([CH3:46])([CH3:45])[CH3:44])[CH2:35]1)(=[O:33])=[O:32]>>[NH2:23][C:20]1[N:21]=[CH:22][C:17]([C:3]2[CH:4]=[CH:5][C:6]([C:25]3[CH:30]=[CH:29][CH:28]=[CH:27][C:26]=3[S:31]([N:34]3[CH2:39][CH2:38][CH2:37][CH:36]([NH:40][C:41](=[O:47])[O:42][C:43]([CH3:45])([CH3:44])[CH3:46])[CH2:35]3)(=[O:32])=[O:33])=[CH:7][C:2]=2[F:1])=[N:18][CH:19]=1. Procedure details: The title compound was prepared in a manner similar to that described in Example 448 using 5-(2-fluoro-4-(4,4,5,5-tetramethyl-1,3,2-dioxaborolan-2-yl)phenyl)-pyrazin-2-amine and racemic tert-butyl (1-((2-bromophenyl)sulfonyl)piperidin-3-yl)carbamate. MS (ESI): mass calcd. for C26H30FN5O4S, 527.20; m/z found, 528.3 [M+H]+. 1H NMR (400 MHz, CD3OD) δ 8.34 (d, J=9.1, 2H), 8.10-8.07 (m, 1H), 8.00 (m, 1H), 7.73-7.68 (m, 1H), 7.64-7.59 (m, 1H), 7.44-7.40 (m, 1H), 7.35-7.29 (m, 2H), 3.30-3.20 (m, 2H), 3... The reactants are organolithium, COC=1C=C(C=CC1)C=1C2=CC=C(N2)C=C2C=CC(C(=C3C=CC(=CC=4C=CC1N4)N3)C3=CC(=CC=C3)OC)=N2 (5,15-bis-(3-Methoxy-phenyl)-porphyrin), C1CCOC1 (THF), C(#N)C1=C(C(=O)C(=C(C1=O)Cl)Cl)C#N (DDQ). Run at time 15 minute. Yields the product COC=1C=C(C=CC1)C=1C2=CC=C(N2)C=C2C=CC(C(=C3C=CC(=C(C=4C=CC1N4)CCCCCCCCCCC)N3)C3=CC(=CC=C3)OC)=N2 (5,15-bis-(3-Methoxy-phenyl)-10-undecyl-porphyrin). Reaction SMILES: [CH3:1][O:2][C:3]1[CH:4]=[C:5]([C:9]2[C:10]3[NH:14][C:13]([CH:15]=[C:16]4[N:40]=[C:19]([C:20]([C:32]5[CH:37]=[CH:36][CH:35]=[C:34]([O:38][CH3:39])[CH:33]=5)=[C:21]5[NH:31][C:24](=[CH:25][C:26]6[CH:27]=[CH:28][C:29]=2[N:30]=6)[CH:23]=[CH:22]5)[CH:18]=[CH:17]4)=[CH:12][CH:11]=3)[CH:6]=[CH:7][CH:8]=1.[C:41]([C:43]1[C:49](=O)[C:48](Cl)=[C:47](Cl)[C:45](=O)[C:44]=1[C:53]#N)#N.[CH2:55]1[CH2:59]OC[CH2:56]1>>[CH3:39][O:38][C:34]1[CH:33]=[C:32]([C:20]2[C:21]3[NH:31][C:24]([CH:25]=[C:26]4[N:30]=[C:29]([C:9]([C:5]5[CH:6]=[CH:7][CH:8]=[C:3]([O:2][CH3:1])[CH:4]=5)=[C:10]5[NH:14][C:13](=[C:15]([CH2:56][CH2:55][CH2:59][CH2:53][CH2:44][CH2:45][CH2:47][CH2:48][CH2:49][CH2:43][CH3:41])[C:16]6[CH:17]=[CH:18][C:19]=2[N:40]=6)[CH:12]=[CH:11]5)[CH:28]=[CH:27]4)=[CH:23][CH:22]=3)[CH:37]=[CH:36][CH:35]=1. Reported procedure: 5,15-bis-(3-Methoxy-phenyl)-porphyrin (100 mg, 0.19 mmol) is dissolved in anhydrous THF (30 mL at −50° C. under an argon atmosphere. The organolithium reagent described above (5 mL) is added dropwise to the mixture. After 5 min the cooling bath is removed and the mixture is warmed to room temperature. After stirring at room temperature for 15 min the reaction is quenched by slow addition of water (2 mL). After 15 min the mixture is oxidized by the addition of DDQ (4 mL, 0.4 mmol, 0.1 M in THF) a... Starting materials: 2C, C1(CC1)CCN1C(C(C2=CC=CC=C12)(C1=CC2=C(OCO2)C=C1O)O)=O (1-(2-cyclopropylethyl)-3-hydroxy-3-(6-hydroxy-1,3-benzodioxol-5-yl)-1,3-dihydro-2H-indol-2-one), FC=1C=CC=C2C(C(NC12)=O)(C1=CC2=C(OCO2)C=C1O)O (7-fluoro-3-hydroxy-3-(6-hydroxy-1,3-benzodioxol-5-yl)-1,3-dihydro-2H-indol-2-one). Yields the product FC=1C=CC=C2C(C(NC12)=O)C1=CC2=C(OCO2)C=C1O (7-fluoro-3-(6-hydroxy-1,3-benzodioxol-5-yl)-1,3-dihydro-2H-indol-2-one). RXN SMILES: C1(CCN2C3C(=CC=CC=3)C(O)(C3C(O)=CC4OCOC=4C=3)C2=O)CC1.[F:27][C:28]1[CH:29]=[CH:30][CH:31]=[C:32]2[C:36]=1[NH:35][C:34](=[O:37])[C:33]2(O)[C:38]1[C:46]([OH:47])=[CH:45][C:41]2[O:42][CH2:43][O:44][C:40]=2[CH:39]=1>>[F:27][C:28]1[CH:29]=[CH:30][CH:31]=[C:32]2[C:36]=1[NH:35][C:34](=[O:37])[CH:33]2[C:38]1[C:46]([OH:47])=[CH:45][C:41]2[O:42][CH2:43][O:44][C:40]=2[CH:39]=1. Procedure details: Following the procedure as described in PREPARATION 2C, and making non-critical variations to replace 1-(2-cyclopropylethyl)-3-hydroxy-3-(6-hydroxy-1,3-benzodioxol-5-yl)-1,3-dihydro-2H-indol-2-one with 7-fluoro-3-hydroxy-3-(6-hydroxy-1,3-benzodioxol-5-yl)-1,3-dihydro-2H-indol-2-one, the title compound was obtained (100%): 1H NMR (300 MHz, DMSO-d6) δ 10.84 (s, 1H), 9.22 (s, 1H), 7.01 (t, 1H), 6.87-6.78 (m, 1H), 6.71 (d, 1H), 6.62 (s, 1H), 6.35 (s, 1H), 5.90-5.85 (m, 2H), 4.67 (s, 1H); MS (ES+) m/... RXN SMILES: [CH3:9][N:10]1[CH2:11][CH2:12][NH:13][CH2:14][CH2:15]1.[Cl:1][c:2]1[cH:3][cH:4][cH:5][c:6]([OH:8])[n:7]1>>[c:2]1([N:13]2[CH2:12][CH2:11][N:10]([CH3:9])[CH2:15][CH2:14]2)[cH:3][cH:4][cH:5][c:6]([OH:8])[n:7]1. Reactants: CN1CCNCC1, Oc1cccc(Cl)n1. Product: CN1CCN(c2cccc(O)n2)CC1. Reactants: Cc1cc(N2CCN(C(=O)OC(C)(C)C)CC2)ccc1[N+](=O)[O-], O=C[O-], [Fe], [NH4+], C1CCOC1, O. Yields the product Cc1cc(N2CCN(C(=O)OC(C)(C)C)CC2)ccc1N. Reaction SMILES: [CH3:1][c:2]1[cH:3][c:4]([N:11]2[CH2:12][CH2:13][N:14]([C:17](=[O:18])[O:19][C:20]([CH3:21])([CH3:22])[CH3:23])[CH2:15][CH2:16]2)[cH:5][cH:6][c:7]1[N+:8]([O-:9])=[O:10].[CH:29]([O-:30])=[O:31].[Fe:33].[NH4+:32].[O:24]1[CH2:25][CH2:26][CH2:27][CH2:28]1.[OH2:34]>>[CH3:1][c:2]1[cH:3][c:4]([N:11]2[CH2:12][CH2:13][N:14]([C:17](=[O:18])[O:19][C:20]([CH3:21])([CH3:22])[CH3:23])[CH2:15][CH2:16]2)[cH:5][cH:6][c:7]1[NH2:8]. Reactants: [CH2]C, CCO, CCOC(=O)c1ccc(C=C(C)c2cc3c(cc2C)OC(C)(C)CC3(C)C)cc1, [K+], [OH-]. Product: CC(=Cc1ccc(C(=O)O)cc1)c1cc2c(cc1C)OC(C)(C)CC2(C)C. RXN SMILES: [CH2:3][CH3:4].[CH3:34][CH2:35][OH:36].[CH3:5][C:6]1([CH3:33])[O:7][c:8]2[cH:9][c:10]([CH3:32])[c:11]([C:18](=[CH:19][c:20]3[cH:21][cH:22][c:23]([C:24](=[O:25])[O:26][CH2:27][CH3:28])[cH:29][cH:30]3)[CH3:31])[cH:12][c:13]2[C:14]([CH3:16])([CH3:17])[CH2:15]1.[K+:2].[OH-:1]>>[CH3:5][C:6]1([CH3:33])[O:7][c:8]2[cH:9][c:10]([CH3:32])[c:11]([C:18](=[CH:19][c:20]3[cH:21][cH:22][c:23]([C:24](=[O:25])[OH:26])[cH:29][cH:30]3)[CH3:31])[cH:12][c:13]2[C:14]([CH3:16])([CH3:17])[CH2:15]1. The reactants are CC(=O)O, O=[N+]([O-])c1ccc(C(F)(F)F)cc1OCc1ccccc1, CCO, [Fe], O. Yields the product Nc1ccc(C(F)(F)F)cc1OCc1ccccc1. As a reaction SMILES: [C:23]([OH:24])(=[O:25])[CH3:26].[CH2:1]([c:2]1[cH:3][cH:4][cH:5][cH:6][cH:7]1)[O:8][c:9]1[c:10]([N+:19]([O-:20])=[O:21])[cH:11][cH:12][c:13]([C:15]([F:16])([F:17])[F:18])[cH:14]1.[CH3:27][CH2:28][OH:29].[Fe:30].[OH2:22]>>[CH2:1]([c:2]1[cH:3][cH:4][cH:5][cH:6][cH:7]1)[O:8][c:9]1[c:10]([NH2:19])[cH:11][cH:12][c:13]([C:15]([F:16])([F:17])[F:18])[cH:14]1.